Dataset: the Open Reaction Database (ORD), a public repository of structured organic reaction records. Task: describe an organic reaction: reactants, conditions, products, and yield The reactants are C(C)(=O)OC(C(=O)NC=1C(=C(C(=C(C(=O)NC(COC(C)=O)C(COC(C)=O)OC(C)=O)C1I)I)COC(C)=O)I)C (5-(2-Acetoxypropionylamino)-3-acetoxymethyl-N-(1,3,4-triacetoxybut-2-yl)-2,4,6-triiodobenzamide), C(C)(=O)OCCBr (2-bromoethyl acetate), C([O-])([O-])=O.[Cs+].[Cs+] (cesium carbonate). The product is C(C)(=O)OCCN(C=1C(=C(C(=C(C(=O)NC(COC(C)=O)C(COC(C)=O)OC(C)=O)C1I)I)COC(C)=O)I)C(C(C)OC(C)=O)=O (5-[N′-(2-Acetoxyethyl)-2-acetoxypropionylamino]-3-acetoxymethyl-N-(1,3,4-triacetoxybut-2-yl)-2,4,6-triiodobenzamide). RXN SMILES: [C:1]([O:4][CH:5]([CH3:42])[C:6]([NH:8][C:9]1[C:10]([I:41])=[C:11]([CH2:36][O:37][C:38](=[O:40])[CH3:39])[C:12]([I:35])=[C:13]([C:33]=1[I:34])[C:14]([NH:16][CH:17]([CH:23]([O:29][C:30](=[O:32])[CH3:31])[CH2:24][O:25][C:26](=[O:28])[CH3:27])[CH2:18][O:19][C:20](=[O:22])[CH3:21])=[O:15])=[O:7])(=[O:3])[CH3:2].[C:43]([O:46][CH2:47][CH2:48]Br)(=[O:45])[CH3:44].C(=O)([O-])[O-].[Cs+].[Cs+]>>[C:43]([O:46][CH2:47][CH2:48][N:8]([C:6](=[O:7])[CH:5]([O:4][C:1](=[O:3])[CH3:2])[CH3:42])[C:9]1[C:10]([I:41])=[C:11]([CH2:36][O:37][C:38](=[O:40])[CH3:39])[C:12]([I:35])=[C:13]([C:33]=1[I:34])[C:14]([NH:16][CH:17]([CH:23]([O:29][C:30](=[O:32])[CH3:31])[CH2:24][O:25][C:26](=[O:28])[CH3:27])[CH2:18][O:19][C:20](=[O:22])[CH3:21])=[O:15])(=[O:45])[CH3:44] |f:2.3.4|. Procedure details: 5-(2-Acetoxypropionylamino)-3-acetoxymethyl-N-(1,3,4-triacetoxybut-2-yl)-2,4,6-triiodobenzamide (Example 37a) was N-alkylated using 2-bromoethyl acetate and cesium carbonate according to the procedure in Example 30a. The yield of isolated product was 82.4%. Reactants: COC(=O)CCCCCCCCCCCC(=O)[O-], ClCCl, O=S(Cl)Cl. The product is COC(=O)CCCCCCCCCCCC(=O)Cl. As a reaction SMILES: [CH2:1]([CH2:2][CH2:3][CH2:4][CH2:5][CH2:6][CH2:7][CH2:8][CH2:9][CH2:10][CH2:11][C:12](=[O:13])[O-:14])[C:15](=[O:16])[O:17][CH3:18].[Cl:23][CH2:24][Cl:25].[S:19]([Cl:20])([Cl:21])=[O:22]>>[CH2:1]([CH2:2][CH2:3][CH2:4][CH2:5][CH2:6][CH2:7][CH2:8][CH2:9][CH2:10][CH2:11][C:12](=[O:13])[Cl:21])[C:15](=[O:16])[O:17][CH3:18]. Reactants: ClC=1N=C(C2=C(N1)NC=C2)Cl (2,4-dichloro-7H-pyrrolo[2,3-d]pyrimidine), C1CC(=O)N(C1=O)Br (NBS). The solvent is C(Cl)Cl (CH2Cl2). Reaction conditions: time 18 hour. Yields the product BrC1=CNC=2N=C(N=C(C21)Cl)Cl (5-bromo-2,4-dichloro-7H-pyrrolo[2,3-d]pyrimidine). The yield is 95.0%. RXN SMILES: [Cl:1][C:2]1[N:3]=[C:4]([Cl:11])[C:5]2[CH:10]=[CH:9][NH:8][C:6]=2[N:7]=1.C1C(=O)N([Br:19])C(=O)C1>C(Cl)Cl>[Br:19][C:10]1[C:5]2[C:4]([Cl:11])=[N:3][C:2]([Cl:1])=[N:7][C:6]=2[NH:8][CH:9]=1. Procedure: To a suspension of 2,4-dichloro-7H-pyrrolo[2,3-d]pyrimidine (105 mg, 0.560 mmol) in CH2Cl2 (7 mL) at room temperature, NBS (109 mg, 0.610 mmol) was added. The mixture was stirred at room temperature for 18 h. CH2Cl2 was removed in vacuo. The residue was partitioned between water and EtOAc. The organic phase was separated, washed with 5% NaHCO3, dried over Na2SO4, concentrated in vacuo to give 5-bromo-2,4-dichloro-7H-pyrrolo[2,3-d]pyrimidine (142 mg). The reactants are COC(=O)c1cn2ncnc(Cl)c2c1C(C)C, CNc1cnc2[nH]ccc2c1. Yields the product COC(=O)c1cn2ncnc(N(C)c3cnc4[nH]ccc4c3)c2c1C(C)C. As a reaction SMILES: [CH3:12][O:13][C:14](=[O:15])[c:16]1[c:17]([CH:26]([CH3:27])[CH3:28])[c:18]2[c:19]([Cl:25])[n:20][cH:21][n:22][n:23]2[cH:24]1.[CH3:1][NH:2][c:3]1[cH:4][c:5]2[c:6]([n:7][cH:8]1)[nH:9][cH:10][cH:11]2>>[CH3:1][N:2]([c:3]1[cH:4][c:5]2[c:6]([n:7][cH:8]1)[nH:9][cH:10][cH:11]2)[c:19]1[c:18]2[c:17]([CH:26]([CH3:27])[CH3:28])[c:16]([C:14]([O:13][CH3:12])=[O:15])[cH:24][n:23]2[n:22][cH:21][n:20]1.